This data is from the Open Reaction Database (ORD), a public repository of structured organic reaction records. The task is: describe an organic reaction: reactants, conditions, products, and yield The reactants are Example 1 ( 1 ), C(C)(=O)NC1=C2C(C(=CN(C2=C(C(=C1F)F)F)C1CC1)C(=O)O)=O (5-acetylamino-1-cycloproply-6,7,8-trifluoro-1,4-dihydro-4- oxoquinoline-3-carboxylic acid), C(=O)N1CCNCC1 (1-formylpiperazine). The product is C(C)(=O)NC1=C2C(C(=CN(C2=C(C(=C1F)N1CCN(CC1)C=O)F)C1CC1)C(=O)O)=O (5-acetylamino-1-cyclopropyl-6,8-difluoro-7-(4-formyl-1-piperazinyl)-1,4-dihydro-4-oxoquinoline-3-carboxylic acid). RXN SMILES: [C:1]([NH:4][C:5]1[C:14]([F:15])=[C:13](F)[C:12]([F:17])=[C:11]2[C:6]=1[C:7](=[O:24])[C:8]([C:21]([OH:23])=[O:22])=[CH:9][N:10]2[CH:18]1[CH2:20][CH2:19]1)(=[O:3])[CH3:2].[CH:25]([N:27]1[CH2:32][CH2:31][NH:30][CH2:29][CH2:28]1)=[O:26]>>[C:1]([NH:4][C:5]1[C:14]([F:15])=[C:13]([N:30]2[CH2:31][CH2:32][N:27]([CH:25]=[O:26])[CH2:28][CH2:29]2)[C:12]([F:17])=[C:11]2[C:6]=1[C:7](=[O:24])[C:8]([C:21]([OH:23])=[O:22])=[CH:9][N:10]2[CH:18]1[CH2:20][CH2:19]1)(=[O:3])[CH3:2]. Procedure: In the same manner as described in Example 1 (1), 5-acetylamino-1-cycloproply-6,7,8-trifluoro-1,4-dihydro-4- oxoquinoline-3-carboxylic acid (m.p. 247°-248° C.) was allowed to react with 1-formylpiperazine to give 5-acetylamino-1-cyclopropyl-6,8-difluoro-7-(4-formyl-1-piperazinyl)-1,4-dihydro-4-oxoquinoline-3-carboxylic acid. Reactants: C(C)(C)(C)OC(NC1=C(C=C(C(=C1)Cl)C)[N+](=O)[O-])=O ((5-chloro-4-methyl-2-nitro-phenyl)-carbamic acid tert-butyl ester), O.O.Cl[Sn]Cl (SnCl2.2H2O). Product: C(C)(C)(C)OC(NC1=C(C=C(C(=C1)Cl)C)N)=O ((2-Amino-5-chloro-4-methyl-phenyl)-carbamic acid tert-butyl ester), solid. Isolated yield 87.0%. Reaction SMILES: [C:1]([O:5][C:6](=[O:19])[NH:7][C:8]1[CH:13]=[C:12]([Cl:14])[C:11]([CH3:15])=[CH:10][C:9]=1[N+:16]([O-])=O)([CH3:4])([CH3:3])[CH3:2].O.O.Cl[Sn]Cl>>[C:1]([O:5][C:6](=[O:19])[NH:7][C:8]1[CH:13]=[C:12]([Cl:14])[C:11]([CH3:15])=[CH:10][C:9]=1[NH2:16])([CH3:4])([CH3:2])[CH3:3] |f:1.2.3|. Reported procedure: (2-Amino-5-chloro-4-methyl-phenyl)-carbamic acid tert-butyl ester was prepared from (5-chloro-4-methyl-2-nitro-phenyl)-carbamic acid tert-butyl ester (Example A16) (11.9 g, 41.4 mmol) by reduction with SnCl2.2H2O according to the general procedure J (method b). Obtained as a yellow solid (9.25 g, 87%).